Dataset: the Open Reaction Database (ORD), a public repository of structured organic reaction records. Task: describe an organic reaction: reactants, conditions, products, and yield Starting materials: COC(CN(C1=CC(=CC(=C1)OCCCCCCCCCCCCCCCCCC)[N+](=O)[O-])CC(=O)OC)=O (N-(2-methoxy-2-oxoethyl)-N-[3-nitro-5-(octadecyloxy)phenyl]glycine methyl ester), [OH-].[Na+] (NaOH). The solvent is CO (methanol), O1CCOCC1 (dioxane), O (water). Product: C(=O)(O)CN(CC(=O)O)C1=CC(=CC(=C1)OCCCCCCCCCCCCCCCCCC)[N+](=O)[O-] (N-(carboxymethyl)-N-[3-nitro-5-(octadecyloxy)phenyl]glycine). Yield: 80.9%. As a reaction SMILES: C[O:2][C:3](=[O:39])[CH2:4][N:5]([CH2:34][C:35]([O:37]C)=[O:36])[C:6]1[CH:11]=[C:10]([O:12][CH2:13][CH2:14][CH2:15][CH2:16][CH2:17][CH2:18][CH2:19][CH2:20][CH2:21][CH2:22][CH2:23][CH2:24][CH2:25][CH2:26][CH2:27][CH2:28][CH2:29][CH3:30])[CH:9]=[C:8]([N+:31]([O-:33])=[O:32])[CH:7]=1.[OH-].[Na+]>CO.O1CCOCC1.O>[C:3]([CH2:4][N:5]([C:6]1[CH:11]=[C:10]([O:12][CH2:13][CH2:14][CH2:15][CH2:16][CH2:17][CH2:18][CH2:19][CH2:20][CH2:21][CH2:22][CH2:23][CH2:24][CH2:25][CH2:26][CH2:27][CH2:28][CH2:29][CH3:30])[CH:9]=[C:8]([N+:31]([O-:33])=[O:32])[CH:7]=1)[CH2:34][C:35]([OH:37])=[O:36])([OH:39])=[O:2] |f:1.2|. Procedure details: A solution of 1.44 g (2.6 mmol) of N-(2-methoxy-2-oxoethyl)-N-[3-nitro-5-(octadecyloxy)phenyl]glycine methyl ester and 15 ml of 1N NaOH in 65 ml of methanol, 10 ml of dioxane and 20 ml of water was stirred reflux for 5 hours. The solvents were removed at reduced pressure and the residue was dissolved in 400 ml of hot water. After cooling to room temperature, 6N HCl was added to acidify and the resultant precipitate was filtered. Purification by chromatography on 40 g of silica gel using 20% meth... Starting materials: [Na] (Sodium), C(CCO)O (1,3-propanediol), BrCCCC (1-bromobutane). Conditions: temperature 40 celsius, time 1 hour. The product is C(CCC)OCCCO (3-butoxy propan-1-ol). Yield: 31.7%. As a reaction SMILES: [Na].[CH2:2]([OH:6])[CH2:3][CH2:4][OH:5].Br[CH2:8][CH2:9][CH2:10][CH3:11]>>[CH2:8]([O:5][CH2:4][CH2:3][CH2:2][OH:6])[CH2:9][CH2:10][CH3:11] |^1:0|. Procedure: Sodium metal (2.13 g) was added by small portions to 1,3-propanediol (15.75 g) and 1-bromobutane (10.3 g) by reference to non-patent reference [J. Am. Chem. Soc. 249 (1939)]. After the addition, the mixture was stirred at 40° C. for 1 hr and further stirred at 60° C. for 1 hr. The precipitated inorganic compound was filtered off, and the filtrate was distilled away under reduced pressure to give the title compound (3.15 g) as a colorless oil.